From a dataset of the Open Reaction Database (ORD), a public repository of structured organic reaction records. describe an organic reaction: reactants, conditions, products, and yield Reactants: ClC1=C2C(=NC3=C1C=NN3CC)CCC3=C(C2=O)C=CC=C3 (4-chloro-1-ethyl-10,11-dihydrobenzo[4,5]cyclohepta[1,2-b]pyrazolo[4,3-e]pyridin5(1H)one), O.NN (hydrazine hydrate). The solvent is C(C)O (ethanol). The product is C(C)N1C=2N=C3C=4C(=NNC4C2C=N1)C1=C(CC3)C=CC=C1 (2,5,7,8-Tetrahydro-5-ethyl-1,2,4,5,6-pentaazabenzo[6,7]cyclohepta[1,2,3-cd]-as-indacene). Yield: 97.0%. As a reaction SMILES: Cl[C:2]1[C:7]2[CH:8]=[N:9][N:10]([CH2:11][CH3:12])[C:6]=2[N:5]=[C:4]2[CH2:13][CH2:14][C:15]3[CH:22]=[CH:21][CH:20]=[CH:19][C:16]=3[C:17](=O)[C:3]=12.O.[NH2:24][NH2:25]>C(O)C>[CH2:11]([N:10]1[N:9]=[CH:8][C:7]2[C:2]3[NH:25][N:24]=[C:17]4[C:16]5[CH:19]=[CH:20][CH:21]=[CH:22][C:15]=5[CH2:14][CH2:13][C:4]([C:3]=34)=[N:5][C:6]1=2)[CH3:12] |f:1.2|. Procedure details: A mixture of 11.0 g. of 4-chloro-1-ethyl-10,11-dihydrobenzo[4,5]cyclohepta[1,2-b]pyrazolo[4,3-e]pyridin5(1H)one (0.035 mol.), 4.5 g. of hydrazine hydrate 98% (0.09 mol.) and 125 ml. of abs. ethanol is refluxed for 3 hours with stirring. Then the reaction solution is filtered while hot and allowed to crystallize in a refrigerator. The crystallized 2,5,7,8-tetrahydro-5-ethyl-1,2,4,5,6-pentaazabenzo[6,7]cyclohepta[1,2,3-cd]-as-indacene which is filtered off, washed with alcohol and ether, melts at ... The reactants are C(#N)C1=CC2=C(OC(C=C2N2C(C=C(C=C2)C(CC(=O)OCC)OC(=S)OC2=CC=CC=C2)=O)(C)C)C=C1 (6-cyano-2,2-dimethyl-4-{1,2-dihydro-2-oxo-4-(1-phenoxythiocarbonyloxy-2-ethoxycarbonylethyl)-1-pyridinyl}-2H-benzo[b]pyran), N(=NC(C#N)(C)C)C(C#N)(C)C (2,2'-azobisisobutyronitrile), C(CCC)[SnH](CCCC)CCCC (tri-n-butyltin hydride). The solvent is C1(=CC=CC=C1)C (toluene). Yields the product O1C2=C(C=CC1)C=CC=C2 (2H-benzo[b]pyran). As a reaction SMILES: C([C:3]1[CH:38]=[CH:37][C:6]2[O:7][C:8](C)(C)[CH:9]=[C:10](N3C=CC(C(OC(OC4C=CC=CC=4)=S)CC(OCC)=O)=CC3=O)[C:5]=2[CH:4]=1)#N.N(C(C)(C)C#N)=NC(C)(C)C#N.C([SnH](CCCC)CCCC)CCC>C1(C)C=CC=CC=1>[O:7]1[CH2:8][CH:9]=[CH:10][C:5]2[CH:4]=[CH:3][CH:38]=[CH:37][C:6]1=2. Procedure details: In 3 ml of anhydrous toluene, is dissolved 73 mg of 6-cyano-2,2-dimethyl-4-{1,2-dihydro-2-oxo-4-(1-phenoxythiocarbonyloxy-2-ethoxycarbonylethyl)-1-pyridinyl}-2H-benzo[b]pyran obtained in Example 32. Then, 45 mg of 2,2'-azobisisobutyronitrile and 80 mg of tri-n-butyltin hydride are added to the solution at room temperature, and the resulting mixture is reacted at 100° C. for 30 minutes. After the reaction, the reaction mixture is directly purified by silica gel column chromatography to obtain 42 ... Reactants: C(C)C1CC=CC(C12CCCCC2=O)C (11-Ethyl-7-methylspiro[5,5]undec-8-en-1-one), [H-].[H-].[H-].[H-].[Li+].[Al+3] (LiAlH4). The product is C(C)C1CC=CC(C12CCCCC2O)C (11-Ethyl-7-methylspiro[5,5]undec-8-en-1-ol). Isolated yield 92.0%. Reaction SMILES: [CH2:1]([CH:3]1[C:8]2([C:13](=[O:14])[CH2:12][CH2:11][CH2:10][CH2:9]2)[CH:7]([CH3:15])[CH:6]=[CH:5][CH2:4]1)[CH3:2].[H-].[H-].[H-].[H-].[Li+].[Al+3]>>[CH2:1]([CH:3]1[C:8]2([CH:13]([OH:14])[CH2:12][CH2:11][CH2:10][CH2:9]2)[CH:7]([CH3:15])[CH:6]=[CH:5][CH2:4]1)[CH3:2] |f:1.2.3.4.5.6|. Procedure details: 11-Ethyl-7-methylspiro[5,5]undec-8-en-1-one was reduced with LiAlH4 according to the general procedure (example 2, procedure 3) to give the title compound in 92% yield, as a 4:1 mixture of isomers. The crude product was purified by bulb-to-bulb distillation (B.p.=102° C./0.03 mbar). Reactants: COC(=O)C1Cc2ccccc2C1, [Li]CCCC, C1CCOC1, CC(C)=O, CC(C)NC(C)C, O. Product: COC(=O)C1(C(C)(C)O)Cc2ccccc2C1. As a reaction SMILES: [CH2:13]1[CH:14]([C:22](=[O:23])[O:24][CH3:25])[CH2:15][c:16]2[cH:17][cH:18][cH:19][cH:20][c:21]21.[CH2:1]([Li:2])[CH2:3][CH2:4][CH3:5].[CH2:30]1[O:31][CH2:32][CH2:33][CH2:34]1.[CH3:26][C:27]([CH3:28])=[O:29].[CH:6]([NH:7][CH:8]([CH3:9])[CH3:10])([CH3:11])[CH3:12].[OH2:35]>>[CH2:13]1[C:14]([C:22](=[O:23])[O:24][CH3:25])([C:27]([CH3:26])([CH3:28])[OH:29])[CH2:15][c:16]2[cH:17][cH:18][cH:19][cH:20][c:21]21. Reactants: CCO, COC(CNCc1cc(C)ccc1[N+](=O)[O-])OC, [Pd]. The product is COC(CNCc1cc(C)ccc1N)OC. RXN SMILES: [CH3:19][CH2:20][OH:21].[CH3:1][O:2][CH:3]([CH2:4][NH:5][CH2:6][c:7]1[c:8]([N+:14]([O-:15])=[O:16])[cH:9][cH:10][c:11]([CH3:13])[cH:12]1)[O:17][CH3:18].[Pd:22]>>[CH3:1][O:2][CH:3]([CH2:4][NH:5][CH2:6][c:7]1[c:8]([NH2:14])[cH:9][cH:10][c:11]([CH3:13])[cH:12]1)[O:17][CH3:18].